From a dataset of the Open Reaction Database (ORD), a public repository of structured organic reaction records. describe an organic reaction: reactants, conditions, products, and yield The reactants are CCO, O=C1NC(Cc2ccc(C(F)(F)F)c(F)c2)C(c2ccc(F)cc2)O1, [Na+], [OH-]. Product: NC(Cc1ccc(C(F)(F)F)c(F)c1)C(O)c1ccc(F)cc1. As a reaction SMILES: [CH3:28][CH2:29][OH:30].[F:1][c:2]1[cH:3][cH:4][c:5]([CH:8]2[CH:9]([CH2:14][c:15]3[cH:16][c:17]([F:25])[c:18]([C:21]([F:22])([F:23])[F:24])[cH:19][cH:20]3)[NH:10][C:11](=[O:13])[O:12]2)[cH:6][cH:7]1.[Na+:27].[OH-:26]>>[F:1][c:2]1[cH:3][cH:4][c:5]([CH:8]([CH:9]([NH2:10])[CH2:14][c:15]2[cH:16][c:17]([F:25])[c:18]([C:21]([F:22])([F:23])[F:24])[cH:19][cH:20]2)[OH:12])[cH:6][cH:7]1. Reactants: BrC1=CC=C(C=C1)C(CC)(CC)O (3-(4-bromophenyl)-pentan-3-ol), C1(=CC=CC=C1O)C (o-cresol), OS(=O)(=O)O (H2SO4). Run in O (H2O), O (H2O). Run at temperature 0 celsius. Yields the product BrC1=CC=C(C=C1)C(CC)(CC)C1=CC(=C(C=C1)O)C (4-[1-(4-bromophenyl)-1-ethylpropyl]-2-methylphenol). The yield is 63.0%. RXN SMILES: [Br:1][C:2]1[CH:7]=[CH:6][C:5]([C:8](O)([CH2:11][CH3:12])[CH2:9][CH3:10])=[CH:4][CH:3]=1.[C:14]1([CH3:21])[C:19]([OH:20])=[CH:18][CH:17]=[CH:16][CH:15]=1.OS(O)(=O)=O>O>[Br:1][C:2]1[CH:7]=[CH:6][C:5]([C:8]([C:16]2[CH:17]=[CH:18][C:19]([OH:20])=[C:14]([CH3:21])[CH:15]=2)([CH2:11][CH3:12])[CH2:9][CH3:10])=[CH:4][CH:3]=1. Reported procedure: To a stirred suspension of 3-(4-bromophenyl)-pentan-3-ol (2.45 g, 10 mmol) and o-cresol 1.05 mL, 10.2 mmol) in H2O (1.0 mL) chilled to 0° C. was added conc H2SO4 (4.0 g) dropwise. After 1.5 h the reaction mixture was diluted with H2O (50 mL) and extracted with Et2O (2×50 mL). The combined extracts were washed with water, satd NaHCO3, and brine, then dried (anhyd Na2SO4) and concentrated under reduced pressure. The resulting crude product was chromatographed (silica, EtOAC/Hex, 0:100 to 10:90) to... The product is O=c1c2ccc(Cl)cc2[nH]c2c(O)nn(CCN3CCN(c4ccccc4)CC3)c(=O)c12. Reactants: O=c1c2ccc(Cl)cc2[nH]c2c(O)nn(CCBr)c(=O)c12, CO, CN(C)C=O, Cl, c1ccc(N2CCNCC2)cc1. As a reaction SMILES: [Br:1][CH2:2][CH2:3][n:4]1[n:5][c:6]([OH:21])[c:7]2[nH:8][c:9]3[cH:10][c:11]([Cl:20])[cH:12][cH:13][c:14]3[c:15](=[O:19])[c:16]2[c:17]1=[O:18].[CH3:34][OH:35].[CH3:37][N:38]([CH3:39])[CH:40]=[O:41].[ClH:36].[c:22]1([N:28]2[CH2:29][CH2:30][NH:31][CH2:32][CH2:33]2)[cH:23][cH:24][cH:25][cH:26][cH:27]1>>[CH2:2]([CH2:3][n:4]1[n:5][c:6]([OH:21])[c:7]2[nH:8][c:9]3[cH:10][c:11]([Cl:20])[cH:12][cH:13][c:14]3[c:15](=[O:19])[c:16]2[c:17]1=[O:18])[N:31]1[CH2:30][CH2:29][N:28]([c:22]2[cH:23][cH:24][cH:25][cH:26][cH:27]2)[CH2:33][CH2:32]1. Reactants: CC(=O)O (HOAc), C(=O)(N1C=NC=C1)N1C=NC=C1 (Carbonyldiimidazole), BrC1=CC=2C(=NC=C(C2O)C(=O)O)S1 (2-bromo-4-hydroxy-thieno-[2,3-b]pyridine-5-carboxylic acid), ClC1=CC=C(CN)C=C1 (4-chlorobenzylamine). The solvent is CN(C)C=O (DMF). Conditions: temperature 60 celsius, time 18 hour. Yields the product BrC1=CC=2C(=NC=C(C2O)C(=O)NCC2=CC=C(C=C2)Cl)S1 (2-Bromo-N-(4-chlorobenzyl)-4-hydroxythieno[2,3-b]pyridine-5-carboxamide). Isolated yield 74.0%. Reaction SMILES: C(N1C=CN=C1)(N1C=CN=C1)=O.[Br:13][C:14]1[S:26][C:17]2=[N:18][CH:19]=[C:20]([C:23]([OH:25])=O)[C:21]([OH:22])=[C:16]2[CH:15]=1.[Cl:27][C:28]1[CH:35]=[CH:34][C:31]([CH2:32][NH2:33])=[CH:30][CH:29]=1.CC(O)=O>CN(C=O)C>[Br:13][C:14]1[S:26][C:17]2=[N:18][CH:19]=[C:20]([C:23]([NH:33][CH2:32][C:31]3[CH:34]=[CH:35][C:28]([Cl:27])=[CH:29][CH:30]=3)=[O:25])[C:21]([OH:22])=[C:16]2[CH:15]=1. Procedure: To a solution of ethyl 4-hydroxythieno[2,3-b]pyridine-5-carboxylate (J. Heterocyclic Chem. 1977, 14, 807) (1.00 g) in CHCl3 (26 mL) is added bromine (0.23 mL) dropwise. The reaction is stirred at rt for 2 h. The reaction mixture is poured into 2N HCl (30 mL), and the aqueous layer is extracted with CHCl3 (3×30 mL). The combined organic layers are washed with H2O (100 mL), dried with MgSO4, filtered and concentrated in vacuo to yield 0.840 g (62%) of the bromide as a yellow solid. This material (...